Dataset: the Open Reaction Database (ORD), a public repository of structured organic reaction records. Task: describe an organic reaction: reactants, conditions, products, and yield Starting materials: CCO, Cl, Nn1ccnc1N1CCOCC1, CC(C)(C)c1cc(C=O)cc(C(C)(C)C)c1O. The product is CC(C)(C)c1cc(C=Nn2ccnc2N2CCOCC2)cc(C(C)(C)C)c1O. Reaction SMILES: [CH3:31][CH2:32][OH:33].[ClH:13].[NH2:1][n:2]1[c:3]([N:7]2[CH2:8][CH2:9][O:10][CH2:11][CH2:12]2)[n:4][cH:5][cH:6]1.[OH:14][c:15]1[c:16]([C:27]([CH3:28])([CH3:29])[CH3:30])[cH:17][c:18]([CH:19]=[O:20])[cH:21][c:22]1[C:23]([CH3:24])([CH3:25])[CH3:26]>>[N:1]([n:2]1[c:3]([N:7]2[CH2:8][CH2:9][O:10][CH2:11][CH2:12]2)[n:4][cH:5][cH:6]1)=[CH:19][c:18]1[cH:17][c:16]([C:27]([CH3:28])([CH3:29])[CH3:30])[c:15]([OH:14])[c:22]([C:23]([CH3:24])([CH3:25])[CH3:26])[cH:21]1. Starting materials: C(C1=CC=CC=C1)C1CCN(CC1)C(C(=O)O)=O ((4-benzyl-piperidin-1-yl)-oxo-acetic acid), CC1=CC=C(N)C=C1 (4-methyl-aniline). Run in C(C)OCC (diethylether). Product: C(C1=CC=CC=C1)C1CCN(CC1)C(C(=O)NC1=CC=C(C=C1)C)=O (2-(4-Benzyl-piperidin-1-yl)-N-(4-methyl-phenyl)-2-oxo-acetamide). As a reaction SMILES: [CH2:1]([CH:8]1[CH2:13][CH2:12][N:11]([C:14](=[O:18])[C:15]([OH:17])=O)[CH2:10][CH2:9]1)[C:2]1[CH:7]=[CH:6][CH:5]=[CH:4][CH:3]=1.[CH3:19][C:20]1[CH:26]=[CH:25][C:23]([NH2:24])=[CH:22][CH:21]=1>C(OCC)C>[CH2:1]([CH:8]1[CH2:9][CH2:10][N:11]([C:14](=[O:18])[C:15]([NH:24][C:23]2[CH:25]=[CH:26][C:20]([CH3:19])=[CH:21][CH:22]=2)=[O:17])[CH2:12][CH2:13]1)[C:2]1[CH:3]=[CH:4][CH:5]=[CH:6][CH:7]=1. Procedure: The title compound is prepared from (4-benzyl-piperidin-1-yl)-oxo-acetic acid (Example 5b) and 4-methyl-aniline (Aldrich) according to the method described in Example 1c. Melting Point: 115-117° C. (diethylether) Starting materials: [Li]C(C)(C)C, CC(C)Cn1c(N)nc2ccc(Br)cc21, CN(C)C=O, [Cl-], [Li]c1ccccc1, [NH4+], C1CCOC1. Yields the product CC(C)Cn1c(N)nc2ccc(C=O)cc21. Reaction SMILES: [C:23]([Li:24])([CH3:25])([CH3:26])[CH3:27].[CH2:8]([CH:9]([CH3:10])[CH3:11])[n:12]1[c:13]([NH2:22])[n:14][c:15]2[c:16]1[cH:17][c:18]([Br:21])[cH:19][cH:20]2.[CH3:35][N:36]([CH3:37])[CH:38]=[O:39].[Cl-:28].[Li:1][c:2]1[cH:3][cH:4][cH:5][cH:6][cH:7]1.[NH4+:29].[O:30]1[CH2:31][CH2:34][CH2:33][CH2:32]1>>[CH2:8]([CH:9]([CH3:10])[CH3:11])[n:12]1[c:13]([NH2:22])[n:14][c:15]2[c:16]1[cH:17][c:18]([CH:31]=[O:30])[cH:19][cH:20]2. Starting materials: O=C(OOC(=O)c1ccccc1)c1ccccc1, ClC(Cl)(Cl)Cl, Cc1ccc(S(=O)CC(C)(C(F)(F)F)C(F)(F)F)cc1, O=C1CCC(=O)N1Br, O. Product: CC(CS(=O)c1ccc(CBr)cc1)(C(F)(F)F)C(F)(F)F. Reaction SMILES: [C:29]([O:30][O:31][C:32](=[O:33])[c:34]1[cH:35][cH:36][cH:37][cH:38][cH:39]1)(=[O:40])[c:41]1[cH:42][cH:43][cH:44][cH:45][cH:46]1.[C:47]([Cl:48])([Cl:49])([Cl:50])[Cl:51].[CH3:1][c:2]1[cH:3][cH:4][c:5]([S:8](=[O:9])[CH2:10][C:11]([C:12]([F:13])([F:14])[F:15])([C:16]([F:17])([F:18])[F:19])[CH3:20])[cH:6][cH:7]1.[O:21]=[C:22]1[N:23]([Br:28])[C:24](=[O:25])[CH2:26][CH2:27]1.[OH2:52]>>[CH2:1]([c:2]1[cH:3][cH:4][c:5]([S:8](=[O:9])[CH2:10][C:11]([C:12]([F:13])([F:14])[F:15])([C:16]([F:17])([F:18])[F:19])[CH3:20])[cH:6][cH:7]1)[Br:28]. The reactants are compound, [H-].[Na+] (sodium hydride), C1(CCCCC1)CC(=O)Cl (cyclohexylacetyl chloride), OC1=CC(N(C2=NC=CC=C12)C1=CC=CC=C1)=O (4-hydroxy-1-phenyl-1,8-naphthyridin-2(1H)-one), O (water). The solvent is CN(C)C=O (DMF). Conditions: time 35 minute. Product: C1(CCCCC1)CC(=O)OC1=CC(N(C2=NC=CC=C12)C1=CC=CC=C1)=O (4-cyclohexylacetoxy-1-phenyl-1,8-naphthyridin-2(1H)-one), crystal. The yield is 91.0%. Reaction SMILES: [OH:1][C:2]1[C:11]2[C:6](=[N:7][CH:8]=[CH:9][CH:10]=2)[N:5]([C:12]2[CH:17]=[CH:16][CH:15]=[CH:14][CH:13]=2)[C:4](=[O:18])[CH:3]=1.[H-].[Na+].[CH:21]1([CH2:27][C:28](Cl)=[O:29])[CH2:26][CH2:25][CH2:24][CH2:23][CH2:22]1.O>CN(C=O)C>[CH:21]1([CH2:27][C:28]([O:1][C:2]2[C:11]3[C:6](=[N:7][CH:8]=[CH:9][CH:10]=3)[N:5]([C:12]3[CH:13]=[CH:14][CH:15]=[CH:16][CH:17]=3)[C:4](=[O:18])[CH:3]=2)=[O:29])[CH2:26][CH2:25][CH2:24][CH2:23][CH2:22]1 |f:1.2|. Reported procedure: In accordance with a process described in JP-61-246183A, 4-hydroxy-1-phenyl-1,8-naphthyridin-2(1H)-one was synthesized. To a suspension of the synthesized compound (953 mg, 4.0 mmol) in DMF (32 mL) was added sodium hydride (purity of about 60%, 176 mg, 4.4 mmol, 1.1 eq.), and the mixture was stirred at a room temperature for 35 minutes. Then, cyclohexylacetyl chloride (4.8 mmol, 1.2 eq.) was added thereto with cooling in an ice bath, and the mixture was stirred at a room temperature for 80 minut... Starting materials: CCOC(=O)Cc1ccc(N)cc1Cl, CCOCC, CCO, O=[N+]([O-])c1cccnc1Cl, C1COCCO1. The product is CCOC(=O)Cc1ccc(Nc2ncccc2[N+](=O)[O-])cc1Cl. Reaction SMILES: [CH2:11]([CH3:12])[O:13][C:14]([CH2:15][c:16]1[c:17]([Cl:23])[cH:18][c:19]([NH2:22])[cH:20][cH:21]1)=[O:24].[CH3:25][CH2:26][O:27][CH2:28][CH3:29].[CH3:30][CH2:31][OH:32].[Cl:1][c:2]1[n:3][cH:4][cH:5][cH:6][c:7]1[N+:8](=[O:9])[O-:10].[O:33]1[CH2:34][CH2:35][O:36][CH2:37][CH2:38]1>>[c:2]1([NH:22][c:19]2[cH:18][c:17]([Cl:23])[c:16]([CH2:15][C:14]([O:13][CH2:11][CH3:12])=[O:24])[cH:21][cH:20]2)[n:3][cH:4][cH:5][cH:6][c:7]1[N+:8](=[O:9])[O-:10].